This data is from the Open Reaction Database (ORD), a public repository of structured organic reaction records. The task is: describe an organic reaction: reactants, conditions, products, and yield Starting materials: CNC1=CC(=CC(=N1)C1=NC=CC=C1)C=1C=NC=C(C1)C=1C=NN(C1)C1CCNCC1 (Methyl-[5″-(1-piperidin-4-yl-1H-pyrazol-4-yl)-[2,2′;4′,3″]terpyridin-6′-yl]-amine), BrC=1C=C(C=NC1)C1=CC(=NC(=C1)C(C)(C)O)C1=NC=CC=C1 (2-(5″-Bromo-[2,2′;4′,3″]terpyridin-6′-yl)-propan-2-ol). The product is N1CCC(CC1)N1N=CC(=C1)C=1C=C(C=NC1)C1=CC(=NC(=C1)C(C)(C)O)C1=NC=CC=C1 (2-[5″-(1-Piperidin-4-yl-1H-pyrazol-4-yl)-[2,2′;4′,3″]terpyridin-6′-yl]-propan-2-ol). Reaction SMILES: CNC1N=C(C2C=CC=CN=2)C=C(C2C=NC=C([C:21]3[CH:22]=[N:23][N:24]([CH:26]4[CH2:31][CH2:30][NH:29][CH2:28][CH2:27]4)[CH:25]=3)C=2)C=1.Br[C:33]1[CH:34]=[C:35]([C:39]2[CH:44]=[C:43]([C:45]([OH:48])([CH3:47])[CH3:46])[N:42]=[C:41]([C:49]3[CH:54]=[CH:53][CH:52]=[CH:51][N:50]=3)[CH:40]=2)[CH:36]=[N:37][CH:38]=1>>[NH:29]1[CH2:28][CH2:27][CH:26]([N:24]2[CH:25]=[C:21]([C:33]3[CH:34]=[C:35]([C:39]4[CH:44]=[C:43]([C:45]([OH:48])([CH3:47])[CH3:46])[N:42]=[C:41]([C:49]5[CH:54]=[CH:53][CH:52]=[CH:51][N:50]=5)[CH:40]=4)[CH:36]=[N:37][CH:38]=3)[CH:22]=[N:23]2)[CH2:31][CH2:30]1. Reported procedure: is prepared analogously to Methyl-[5″-(1-piperidin-4-yl-1H-pyrazol-4-yl)-[2,2′;4′,3″]terpyridin-6′-yl]-amine (Example 2.183) by replacing (5″-Bromo-[2,2′;4′,3″]terpyridin-6′-yl)-methyl-amine (Example 2.1; step 1) with 2-(5″-Bromo-[2,2′;4′,3″]terpyridin-6′-yl)-propan-2-ol (Example 2.80; step2)